Dataset: the Open Reaction Database (ORD), a public repository of structured organic reaction records. Task: describe an organic reaction: reactants, conditions, products, and yield Starting materials: FC=1C=CC(=NC1)C1=NOC(=C1COC=1C=CC(=NC1)C(=O)O)C (5-[3-(5-fluoro-pyridin-2-yl)-5-methyl-isoxazol-4-ylmethoxy]-pyridine-2-carboxylic acid), NC(CO)(C)C (2-amino-2-methyl-1-propanol). Product: OCC(C)(C)NC(=O)C1=NC=C(C=C1)OCC=1C(=NOC1C)C1=NC=C(C=C1)F (5-[3-(5-Fluoro-pyridin-2-yl)-5-methyl-isoxazol-4-ylmethoxy]-pyridine-2-carboxylic acid (2-hydroxy-1,1-dimethyl-ethyl)-amide). Yield: 66.0%. RXN SMILES: [F:1][C:2]1[CH:3]=[CH:4][C:5]([C:8]2[C:12]([CH2:13][O:14][C:15]3[CH:16]=[CH:17][C:18]([C:21]([OH:23])=O)=[N:19][CH:20]=3)=[C:11]([CH3:24])[O:10][N:9]=2)=[N:6][CH:7]=1.[NH2:25][C:26]([CH3:30])([CH3:29])[CH2:27][OH:28]>>[OH:28][CH2:27][C:26]([NH:25][C:21]([C:18]1[CH:17]=[CH:16][C:15]([O:14][CH2:13][C:12]2[C:8]([C:5]3[CH:4]=[CH:3][C:2]([F:1])=[CH:7][N:6]=3)=[N:9][O:10][C:11]=2[CH3:24])=[CH:20][N:19]=1)=[O:23])([CH3:30])[CH3:29]. Procedure details: As described for example 23f, 5-[3-(5-fluoro-pyridin-2-yl)-5-methyl-isoxazol-4-ylmethoxy]-pyridine-2-carboxylic acid (75 mg, 0.23 mmol) was converted, using 2-amino-2-methyl-1-propanol instead of isopropylamine, to the title compound (60 mg, 66%), which was obtained as a light-bluish solid. MS: m/e=401.4 [M+H]+. Starting materials: COC1=CC=CC=2[C@H]3CC(N([C@H]3CCC21)CCC(C)C)=O (rac-cis-1,3,3a,4,5,9b-hexahydro-6-methoxy-3-(3-methyl-butyl)-2H-benzo[e]indol-2-one), [H-].[Al+3].[Li+].[H-].[H-].[H-] (lithium aluminum hydride), [O-]S(=O)(=O)[O-].[Na+].[Na+] (Na2SO4), [OH-].[Na+] (NaOH). Run in C1CCOC1 (THF), C1CCOC1 (THF), O (water), O (water). Yields the product COC1=CC=CC=2[C@H]3CCN([C@H]3CCC21)CCC(C)C (rac-cis-2,3,3a,4,5,9b-hexahydro-6-methoxy-3-(3-methyl-butyl)-1H-benzo[e]indole). Yield: 91.1%. As a reaction SMILES: [H-].[Al+3].[Li+].[H-].[H-].[H-].[CH3:7][O:8][C:9]1[C:21]2[CH2:20][CH2:19][C@H:18]3[C@H:14]([CH2:15][C:16](=O)[N:17]3[CH2:22][CH2:23][CH:24]([CH3:26])[CH3:25])[C:13]=2[CH:12]=[CH:11][CH:10]=1.[OH-].[Na+].[O-]S([O-])(=O)=O.[Na+].[Na+]>C1COCC1.O>[CH3:7][O:8][C:9]1[C:21]2[CH2:20][CH2:19][C@H:18]3[C@H:14]([CH2:15][CH2:16][N:17]3[CH2:22][CH2:23][CH:24]([CH3:26])[CH3:25])[C:13]=2[CH:12]=[CH:11][CH:10]=1 |f:0.1.2.3.4.5,7.8,9.10.11|. Procedure: 0.98 g (0.02593 mol) of lithium aluminum hydride was suspended in 50 ml of THF under argon. A solution of 3.61 g (0.01297 mol) of rac-cis-1,3,3a,4,5,9b-hexahydro-6-methoxy-3-(3-methyl-butyl)-2H-benzo[e]indol-2-one in 50 ml of THF was added dropwise thereto and the mixture was boiled under reflux for 2 hours. 1.0 ml of water, 1.0 ml of a 4N aqueous NaOH solution and 3.0 ml of water were cautiously added dropwise thereto in succession, whereupon the mixture was boiled at reflux until a complete wh...